From a dataset of the Open Reaction Database (ORD), a public repository of structured organic reaction records. describe an organic reaction: reactants, conditions, products, and yield Reactants: CN1N=CC(=C1)C=1C=CC(=NC1)N (5-(1-methyl-1H-pyrazol-4-yl)pyridin-2-amine), C1CC(=O)N(C1=O)Br (NBS). Run at temperature 0 celsius, time 30 minute. Product: BrC=1C(=NC=C(C1)C=1C=NN(C1)C)N (3-bromo-5-(1-methyl-1H-pyrazol-4-yl)pyridin-2-amine). As a reaction SMILES: [CH3:1][N:2]1[CH:6]=[C:5]([C:7]2[CH:8]=[CH:9][C:10]([NH2:13])=[N:11][CH:12]=2)[CH:4]=[N:3]1.C1C(=O)N([Br:21])C(=O)C1>>[Br:21][C:9]1[C:10]([NH2:13])=[N:11][CH:12]=[C:7]([C:5]2[CH:4]=[N:3][N:2]([CH3:1])[CH:6]=2)[CH:8]=1. Procedure details: To 5-(1-methyl-1H-pyrazol-4-yl)pyridin-2-amine(380 mg, 2.18 mmol) acetonitrile(30 mL) solution at 0° C. was added NBS (388 mg, 2.18 mmol) and the reaction mixture was stirred at 0° C. for 30 min, then at room temperature for additional 40 min. The reaction mixture was then concentrated, redissolved in methanol, to it was added solid LiOH (80 mg), sonicated and concentrated, the residue was triturated with water (2×5 mL), and the supernatants were discarded. the residue was dried under high vacuu...